The task is: describe an organic reaction: reactants, conditions, products, and yield. This data is from the Open Reaction Database (ORD), a public repository of structured organic reaction records. Reactants: C1CCNCC1, CN(C)C=O, O=C1OC(CCCCl)CN1N=Cc1ccccc1. Yields the product O=C1OC(CCCN2CCCCC2)CN1N=Cc1ccccc1. RXN SMILES: [CH2:19]1[CH2:20][CH2:21][NH:22][CH2:23][CH2:24]1.[CH3:25][N:26]([CH3:27])[CH:28]=[O:29].[Cl:1][CH2:2][CH2:3][CH2:4][CH:5]1[CH2:6][N:7]([N:11]=[CH:12][c:13]2[cH:14][cH:15][cH:16][cH:17][cH:18]2)[C:8](=[O:10])[O:9]1>>[CH2:2]([CH2:3][CH2:4][CH:5]1[CH2:6][N:7]([N:11]=[CH:12][c:13]2[cH:14][cH:15][cH:16][cH:17][cH:18]2)[C:8](=[O:10])[O:9]1)[N:22]1[CH2:21][CH2:20][CH2:19][CH2:24][CH2:23]1. The reactants are COC(C1=C(C(=CC=C1)[N+](=O)[O-])C(=O)OC)=O (methyl-2-(methoxycarbonyl)-3-nitrobenzoate), [H][H] (hydrogen). The reagents and catalysts are [Pd] (Pd/C). Solvent: C(C)(=O)OCC (ethyl acetate). Yields the product COC(C1=C(C(=CC=C1)N)C(=O)OC)=O (Methyl-3-amino-2-(methoxycarbonyl)benzoate). The yield is 86.9%. As a reaction SMILES: [CH3:1][O:2][C:3](=[O:17])[C:4]1[CH:9]=[CH:8][CH:7]=[C:6]([N+:10]([O-])=O)[C:5]=1[C:13]([O:15][CH3:16])=[O:14].[H][H]>C(OCC)(=O)C.[Pd]>[CH3:1][O:2][C:3](=[O:17])[C:4]1[CH:9]=[CH:8][CH:7]=[C:6]([NH2:10])[C:5]=1[C:13]([O:15][CH3:16])=[O:14]. Procedure: To a solution of methyl-2-(methoxycarbonyl)-3-nitrobenzoate (23.8 g, 99.51 mmol) in ethyl acetate (200 ml) was added 10% Pd/C (1.8 g). The mixture was hydrogenated under 50 psi of hydrogen for 3 hours in a Parr Type Shaker. The mixture was filtered through Celite and the filtrate was concentrated in vacuo to yield an oil. The crude product was purified by flash chromatography (dichloromethane/ethyl acetate 95 to 5) to afford 18.1 g (87%) of the product as a brown oil: 1H NMR (CDCl3) δ 7.22 (t, J... The reactants are FC=1C(=CC2=C(NC(=N2)C2=NN(C=C2NC(=O)N2CCCCC2)C2OCCCC2)C1)OCCCCN1CCCCC1 (piperidine-1-carboxylic acid [3-[6-fluoro-5-(4-piperidin-1-ylbutoxy)-1H-benzimidazol-2-yl]-1-(tetrahydropyran-2-yl)-1H-pyrazol-4-yl]amide). Solvent: ClCCl (dichloromethane), FC(C(=O)O)(F)F (trifluoroacetic acid). The product is FC=1C(=CC2=C(NC(=N2)C2=NNC=C2NC(=O)N2CCCCC2)C1)OCCCCN1CCCCC1 (N-{3-[6-fluoro-5-(4-piperidin-1-ylbutoxy)-1H-benzimidazol-2-yl]-1H-pyrazol-4-yl}piperidine-1-carboxamide). Yield: 77.7%. As a reaction SMILES: [F:1][C:2]1[C:3]([O:31][CH2:32][CH2:33][CH2:34][CH2:35][N:36]2[CH2:41][CH2:40][CH2:39][CH2:38][CH2:37]2)=[CH:4][C:5]2[N:9]=[C:8]([C:10]3[C:14]([NH:15][C:16]([N:18]4[CH2:23][CH2:22][CH2:21][CH2:20][CH2:19]4)=[O:17])=[CH:13][N:12](C4CCCCO4)[N:11]=3)[NH:7][C:6]=2[CH:30]=1>ClCCl.FC(F)(F)C(O)=O>[F:1][C:2]1[C:3]([O:31][CH2:32][CH2:33][CH2:34][CH2:35][N:36]2[CH2:41][CH2:40][CH2:39][CH2:38][CH2:37]2)=[CH:4][C:5]2[N:9]=[C:8]([C:10]3[C:14]([NH:15][C:16]([N:18]4[CH2:23][CH2:22][CH2:21][CH2:20][CH2:19]4)=[O:17])=[CH:13][NH:12][N:11]=3)[NH:7][C:6]=2[CH:30]=1. Reported procedure: A solution of 130 mg of piperidine-1-carboxylic acid [3-[6-fluoro-5-(4-piperidin-1-ylbutoxy)-1H-benzimidazol-2-yl]-1-(tetrahydropyran-2-yl)-1H-pyrazol-4-yl]amide in 2 mL of dichloromethane and 500 μL of trifluoroacetic acid are stirred for 72 hours at ambient temperature. After evaporation of the solvent under vacuum in a rotary evaporator, the reaction crude is purified by flash chromatography on an Analogix RS-12 cartridge with an eluent of 100% dichloromethane to 90/10 dichloromethane/methano...